From a dataset of the Open Reaction Database (ORD), a public repository of structured organic reaction records. describe an organic reaction: reactants, conditions, products, and yield Reactants: CC1(OB(OC1(C)C)C=1C=CC(=NC1)C1=CC=C(C=C1)N1C2=CC=CC=C2C=2C=CC=CC12)C (9-(4-(5-(4,4,5,5-tetramethyl-1,3,2-dioxaborolan-2-yl)pyridin-2-yl)phenyl)-9H-carbazole), O (H2O), BrC=1C=CC(=NC1)C1=NC2=C(N1C1=CC=CC=C1)C=CC=C2 (2-(5-bromopyridin-2-yl)-1-phenyl-1H-benzo[d]imidazole), C(=O)([O-])[O-].[Na+].[Na+] (Na2CO3). The reagents and catalysts are C=1C=CC(=CC1)[P](C=2C=CC=CC2)(C=3C=CC=CC3)[Pd]([P](C=4C=CC=CC4)(C=5C=CC=CC5)C=6C=CC=CC6)([P](C=7C=CC=CC7)(C=8C=CC=CC8)C=9C=CC=CC9)[P](C=1C=CC=CC1)(C=1C=CC=CC1)C=1C=CC=CC1 (tetrakis(triphenylphosphine)palladium(0)). Solvent: C1CCOC1 (THF), C(Cl)Cl.CC(=O)C (CH2Cl2 acetone), C(Cl)Cl (CH2Cl2). The product is C1(=CC=CC=C1)N1C(=NC2=C1C=CC=C2)C2=CC=C(C=N2)C=2C=NC(=CC2)C2=CC=C(C=C2)N2C1=CC=CC=C1C=1C=CC=CC21 (9-(4-(6′-(1-phenyl-1H-benzo[d]imidazol-2-yl)-3,3′-bipyridin-6-yl)phenyl)-9H-carbazole). The yield is 69.8%. As a reaction SMILES: CC1(C)C(C)(C)OB([C:9]2[CH:10]=[CH:11][C:12]([C:15]3[CH:20]=[CH:19][C:18]([N:21]4[C:33]5[CH:32]=[CH:31][CH:30]=[CH:29][C:28]=5[C:27]5[C:22]4=[CH:23][CH:24]=[CH:25][CH:26]=5)=[CH:17][CH:16]=3)=[N:13][CH:14]=2)O1.Br[C:36]1[CH:37]=[CH:38][C:39]([C:42]2[N:46]([C:47]3[CH:52]=[CH:51][CH:50]=[CH:49][CH:48]=3)[C:45]3[CH:53]=[CH:54][CH:55]=[CH:56][C:44]=3[N:43]=2)=[N:40][CH:41]=1.C([O-])([O-])=O.[Na+].[Na+].O>C1C=CC([P]([Pd]([P](C2C=CC=CC=2)(C2C=CC=CC=2)C2C=CC=CC=2)([P](C2C=CC=CC=2)(C2C=CC=CC=2)C2C=CC=CC=2)[P](C2C=CC=CC=2)(C2C=CC=CC=2)C2C=CC=CC=2)(C2C=CC=CC=2)C2C=CC=CC=2)=CC=1.C(Cl)Cl.CC(C)=O.C(Cl)Cl.C1COCC1>[C:47]1([N:46]2[C:45]3[CH:53]=[CH:54][CH:55]=[CH:56][C:44]=3[N:43]=[C:42]2[C:39]2[N:40]=[CH:41][C:36]([C:9]3[CH:14]=[N:13][C:12]([C:15]4[CH:16]=[CH:17][C:18]([N:21]5[C:22]6[CH:23]=[CH:24][CH:25]=[CH:26][C:27]=6[C:28]6[C:33]5=[CH:32][CH:31]=[CH:30][CH:29]=6)=[CH:19][CH:20]=4)=[CH:11][CH:10]=3)=[CH:37][CH:38]=2)[CH:52]=[CH:51][CH:50]=[CH:49][CH:48]=1 |f:2.3.4,7.8,^1:67,69,88,107|. Procedure: Following the procedure for 19, 7 (0.757 g, 1.70 mmol), 13 (0.594 g, 1.70 mmol), tetrakis(triphenylphosphine)palladium(0) (98 mg, 85 μmol), Na2CO3 (1.59 g, 15.0 mmol), H2O (15 mL) and THF (25 mL) yielded 21 (0.70 g, 70% yield) as a light yellow solid after flash chromatography (SiO2, 100% CH2Cl2 to 19:1 CH2Cl2-acetone). Reactants: N[C@H]1CN(CC1)C(=O)C1=C(C=CC(=C1)C)C(F)(F)F (((R)-3-Amino-pyrrolidin-1-yl)-(5-methyl-2-trifluoromethyl-phenyl)-methanone), N[C@H]1CN(CC1)C(=O)C1=C(C=CC(=C1)C)C(F)(F)F (((R)-3-Amino-pyrrolidin-1-yl)-(5-methyl-2-trifluoromethyl-phenyl)-methanone), ClC=1N=NC(=CC1)C(F)(F)F (3-chloro-6-trifluoromethyl-pyridazine). Yields the product CC=1C=CC(=C(C1)C(=O)N1C[C@@H](CC1)NC=1N=NC(=CC1)C(F)(F)F)C(F)(F)F ((5-Methyl-2-trifluoromethyl-phenyl)-[(R)-3-(6-trifluoromethyl-pyridazin-3-ylamino)-pyrrolidin-1-yl]-methanone). As a reaction SMILES: [NH2:1][C@@H:2]1[CH2:6][CH2:5][N:4]([C:7]([C:9]2[CH:14]=[C:13]([CH3:15])[CH:12]=[CH:11][C:10]=2[C:16]([F:19])([F:18])[F:17])=[O:8])[CH2:3]1.Cl[C:21]1[N:22]=[N:23][C:24]([C:27]([F:30])([F:29])[F:28])=[CH:25][CH:26]=1>>[CH3:15][C:13]1[CH:12]=[CH:11][C:10]([C:16]([F:19])([F:17])[F:18])=[C:9]([C:7]([N:4]2[CH2:5][CH2:6][C@@H:2]([NH:1][C:21]3[N:22]=[N:23][C:24]([C:27]([F:30])([F:29])[F:28])=[CH:25][CH:26]=3)[CH2:3]2)=[O:8])[CH:14]=1. Procedure details: In analogy to the procedure described for example 200, the title compound was prepared from ((R)-3-Amino-pyrrolidin-1-yl)-(5-methyl-2-trifluoromethyl-phenyl)-methanone (intermediate 13) and 3-chloro-6-trifluoromethyl-pyridazine (commercially available). (MH+) 419.3.